Dataset: the Open Reaction Database (ORD), a public repository of structured organic reaction records. Task: describe an organic reaction: reactants, conditions, products, and yield Reactants: C(C)(=O)OCC=1CS[C@H]2N(C1P([O-])(=O)[O-])C([C@H]2NC(C(C(=O)O)C2=CSC=C2)=O)=O.[Na+].[Na+].[Na+] (Trisodium 3-acetoxymethyl-7β-(2-[3-thienyl]-2-carboxyacetamido)-3-cephem-4-phosphonate), Cl (HCl), [OH-].[Na+] (NaOH), [Na+].[Cl-] (NaCl). Run in CCOC(=O)C (EtOAc). Conditions: temperature 30 celsius. Product: OCC=1CS[C@H]2N(C1P([O-])(=O)[O-])C([C@H]2NC(C(C(=O)O)C2=CSC=C2)=O)=O.[Na+].[Na+].[Na+] (trisodium 3-hydroxymethyl-7β-(2-[3-thienyl]-2-carboxyacetamido)-3-cephem-4-phosphonate). RXN SMILES: C([O:4][CH2:5][C:6]1[CH2:7][S:8][C@@H:9]2[C@H:17]([NH:18][C:19](=[O:29])[CH:20]([C:24]3[CH:28]=[CH:27][S:26][CH:25]=3)[C:21]([OH:23])=[O:22])[C:16](=[O:30])[N:10]2[C:11]=1[P:12]([O-:15])(=[O:14])[O-:13])(=O)C.[Na+:31].[Na+].[Na+].[OH-].[Na+].[Na+].[Cl-].Cl>CCOC(C)=O>[OH:4][CH2:5][C:6]1[CH2:7][S:8][C@@H:9]2[C@H:17]([NH:18][C:19](=[O:29])[CH:20]([C:24]3[CH:28]=[CH:27][S:26][CH:25]=3)[C:21]([OH:23])=[O:22])[C:16](=[O:30])[N:10]2[C:11]=1[P:12]([O-:15])(=[O:13])[O-:14].[Na+:31].[Na+:31].[Na+:31] |f:0.1.2.3,4.5,6.7,10.11.12.13|. Reported procedure: Trisodium 3-acetoxymethyl-7β-(2-[3-thienyl]-2-carboxyacetamido)-3-cephem-4-phosphonate (1 g.) is dissolved in 100 ml. of a solution of citrus acetyl esterase (J. D. A. Jeffery, et. al., Biochem. J. (1961) 81, 591). The pH is adjusted to 6.6 and the mixture is maintained at 30° C. 1 N NaOH is added dropwise to maintain the pH at 6.6 as the reaction proceeds and the reaction is continued until no further pH change occurs. 10 g. NaCl is added and the mixture is layered with 50 ml. EtOAc, the pH is ... The reactants are COc1cn(-c2cccc(Br)c2F)nc(-c2ccnn2-c2ccccc2)c1=O, C1COCCO1, CC(C)(C)[O-], Cl, FC1(F)CNCC1(F)F, [Na+], [Na+], O=C([O-])O, O=C(C=Cc1ccccc1)C=Cc1ccccc1, O=C(C=Cc1ccccc1)C=Cc1ccccc1, O=C(C=Cc1ccccc1)C=Cc1ccccc1, [Pd], [Pd]. The product is COc1cn(-c2cccc(N3CC(F)(F)C(F)(F)C3)c2F)nc(-c2ccnn2-c2ccccc2)c1=O. RXN SMILES: [Br:1][c:2]1[c:3]([F:28])[c:4](-[n:8]2[n:9][c:10](-[c:17]3[cH:18][cH:19][n:20][n:21]3-[c:22]3[cH:23][cH:24][cH:25][cH:26][cH:27]3)[c:11](=[O:16])[c:12]([O:14][CH3:15])[cH:13]2)[cH:5][cH:6][cH:7]1.[CH2:50]1[O:51][CH2:52][CH2:53][O:54][CH2:55]1.[CH3:39][C:40]([CH3:41])([O-:42])[CH3:43].[ClH:29].[F:30][C:31]1([F:38])[CH2:32][NH:33][CH2:34][C:35]1([F:36])[F:37].[Na+:44].[Na+:49].[O-:45][C:46]([OH:47])=[O:48].[O:58]=[C:59]([CH:60]=[CH:61][c:62]1[cH:63][cH:64][cH:65][cH:66][cH:67]1)[CH:68]=[CH:69][c:70]1[cH:71][cH:72][cH:73][cH:74][cH:75]1.[O:76]=[C:77]([CH:78]=[CH:79][c:80]1[cH:81][cH:82][cH:83][cH:84][cH:85]1)[CH:86]=[CH:87][c:88]1[cH:89][cH:90][cH:91][cH:92][cH:93]1.[O:94]=[C:95]([CH:96]=[CH:97][c:98]1[cH:99][cH:100][cH:101][cH:102][cH:103]1)[CH:104]=[CH:105][c:106]1[cH:107][cH:108][cH:109][cH:110][cH:111]1.[Pd:56].[Pd:57]>>[c:2]1([N:33]2[CH2:32][C:31]([F:30])([F:38])[C:35]([F:36])([F:37])[CH2:34]2)[c:3]([F:28])[c:4](-[n:8]2[n:9][c:10](-[c:17]3[cH:18][cH:19][n:20][n:21]3-[c:22]3[cH:23][cH:24][cH:25][cH:26][cH:27]3)[c:11](=[O:16])[c:12]([O:14][CH3:15])[cH:13]2)[cH:5][cH:6][cH:7]1. Reactants: ClC=1C=CC(=NC1)NC(=O)C1=C(C2=NC(=CC=C2O1)C(=O)OC)NC(=O)[C@@H]1CC[C@H](CC1)N1C(COCC1)=O (Methyl 2-{[(5-Chloropyridin-2-yl)amino]carbonyl}-3-({[trans-4-(3-oxomorpholin-4-yl)cyclohexyl]carbonyl}amino)furo[3,2-b]pyridine-5-carboxylate), C(O)([O-])=O.[Na+] (sodium hydrogen carbonate), [BH4-].[Li+] (lithium borohydride), Cl (hydrochloric acid). The solvent is O1CCCC1 (tetrahydrofuran). Reaction conditions: time 20 hour. Yields the product ClC=1C=CC(=NC1)NC(=O)C1=C(C2=NC(=CC=C2O1)CO)NC(=O)[C@@H]1CC[C@H](CC1)N1C(COCC1)=O (N-(5-Chloropyridin-2-yl)-5-(hydroxymethyl)-3-({[trans-4-(3-oxomorpholin-4-yl)cyclohexyl]carbonyl}amino)furo[3,2-b]pyridine-2-carboxamide). Isolated yield 28.1%. RXN SMILES: [Cl:1][C:2]1[CH:3]=[CH:4][C:5]([NH:8][C:9]([C:11]2[O:19][C:18]3[C:13](=[N:14][C:15]([C:20](OC)=[O:21])=[CH:16][CH:17]=3)[C:12]=2[NH:24][C:25]([C@H:27]2[CH2:32][CH2:31][C@H:30]([N:33]3[CH2:38][CH2:37][O:36][CH2:35][C:34]3=[O:39])[CH2:29][CH2:28]2)=[O:26])=[O:10])=[N:6][CH:7]=1.[BH4-].[Li+].Cl.C(=O)([O-])O.[Na+]>O1CCCC1>[Cl:1][C:2]1[CH:3]=[CH:4][C:5]([NH:8][C:9]([C:11]2[O:19][C:18]3[C:13](=[N:14][C:15]([CH2:20][OH:21])=[CH:16][CH:17]=3)[C:12]=2[NH:24][C:25]([C@H:27]2[CH2:28][CH2:29][C@H:30]([N:33]3[CH2:38][CH2:37][O:36][CH2:35][C:34]3=[O:39])[CH2:31][CH2:32]2)=[O:26])=[O:10])=[N:6][CH:7]=1 |f:1.2,4.5|. Procedure: Methyl 2-{[(5-Chloropyridin-2-yl)amino]carbonyl}-3-({[trans-4-(3-oxomorpholin-4-yl)cyclohexyl]carbonyl}amino)furo[3,2-b]pyridine-5-carboxylate (300 mg) obtained in Example 39 is suspended in tetrahydrofuran (15 ml), and thereto is added lithium borohydride (24 mg) under ice-cooling, and the mixture is stirred at room temperature for 20 hours. To the reaction solution is poured 10% hydrochloric acid under ice-cooling, and the mixture is stirred at room temperature for 15 minutes. The reaction sol... Reactants: CC(=O)O[BH-](OC(C)=O)OC(C)=O, O=C([O-])O, Cc1cc(=O)n(CC=O)c2cc(N(C)C)ccc12, CC(=O)O, ClC(Cl)Cl, [Na+], [Na+], CC(C)(C)OC(=O)N(Cc1ccc2c(c1)OCCO2)C1CCNCC1. Yields the product Cc1cc(=O)n(CCN2CCC(N(Cc3ccc4c(c3)OCCO4)C(=O)OC(C)(C)C)CC2)c2cc(N(C)C)ccc12. RXN SMILES: [C:44]([O:45][BH-:46]([O:47][C:48](=[O:49])[CH3:50])[O:51][C:52](=[O:53])[CH3:54])(=[O:55])[CH3:56].[C:58](=[O:59])([O-:60])[OH:61].[CH3:26][N:27]([c:28]1[cH:29][cH:30][c:31]2[c:32]([CH3:42])[cH:33][c:34](=[O:41])[n:35]([CH2:38][CH:39]=[O:40])[c:36]2[cH:37]1)[CH3:43].[CH3:63][C:64](=[O:65])[OH:66].[CH:67]([Cl:68])([Cl:69])[Cl:70].[Na+:57].[Na+:62].[O:1]1[CH2:2][CH2:3][O:4][c:5]2[c:6]1[cH:7][cH:8][c:9]([CH2:11][N:12]([C:13]([O:14][C:15]([CH3:16])([CH3:17])[CH3:18])=[O:19])[CH:20]1[CH2:21][CH2:22][NH:23][CH2:24][CH2:25]1)[cH:10]2>>[O:1]1[CH2:2][CH2:3][O:4][c:5]2[c:6]1[cH:7][cH:8][c:9]([CH2:11][N:12]([C:13]([O:14][C:15]([CH3:16])([CH3:17])[CH3:18])=[O:19])[CH:20]1[CH2:21][CH2:22][N:23]([CH2:39][CH2:38][n:35]3[c:34](=[O:41])[cH:33][c:32]([CH3:42])[c:31]4[cH:30][cH:29][c:28]([N:27]([CH3:26])[CH3:43])[cH:37][c:36]43)[CH2:24][CH2:25]1)[cH:10]2. Reactants: BrC1=C(COC2=CC=C(C=C2)C2=NC3=C(N2C2CCCCC2)C=CC(=C3)C(=O)OCC)C=C(C=C1)Cl (ethyl 2-[4-(2-bromo-5-chlorobenzyloxy)phenyl]-1-cyclohexylbenzimidazole-5-carboxylate), C(O)([O-])=O.[Na+] (sodium hydrogencarbonate), C(Cl)(Cl)Cl (Chloroform), ClC1=CC=C(C=C1)B(O)O (4-chlorophenylboronic acid), tetrakis-(triphenylphosphine)palladium. Run in COCCOC (1,2-dimethoxyethane). Yields the product ClC1=CC=C(C=C1)C1=C(COC2=CC=C(C=C2)C2=NC3=C(N2C2CCCCC2)C=CC(=C3)C(=O)OCC)C=C(C=C1)Cl (ethyl 2-{4-[2-(4-chlorophenyl)-5-chlorobenzyloxy]-phenyl}-1-cyclohexylbenzimidazole-5-carboxylate). Isolated yield 85.1%. Reaction SMILES: Br[C:2]1[CH:35]=[CH:34][C:33]([Cl:36])=[CH:32][C:3]=1[CH2:4][O:5][C:6]1[CH:11]=[CH:10][C:9]([C:12]2[N:16]([CH:17]3[CH2:22][CH2:21][CH2:20][CH2:19][CH2:18]3)[C:15]3[CH:23]=[CH:24][C:25]([C:27]([O:29][CH2:30][CH3:31])=[O:28])=[CH:26][C:14]=3[N:13]=2)=[CH:8][CH:7]=1.[Cl:37][C:38]1[CH:43]=[CH:42][C:41](B(O)O)=[CH:40][CH:39]=1.C(=O)([O-])O.[Na+].C(Cl)(Cl)Cl>COCCOC>[Cl:37][C:38]1[CH:43]=[CH:42][C:41]([C:2]2[CH:35]=[CH:34][C:33]([Cl:36])=[CH:32][C:3]=2[CH2:4][O:5][C:6]2[CH:11]=[CH:10][C:9]([C:12]3[N:16]([CH:17]4[CH2:22][CH2:21][CH2:20][CH2:19][CH2:18]4)[C:15]4[CH:23]=[CH:24][C:25]([C:27]([O:29][CH2:30][CH3:31])=[O:28])=[CH:26][C:14]=4[N:13]=3)=[CH:8][CH:7]=2)=[CH:40][CH:39]=1 |f:2.3|. Procedure details: Ethyl 2-[4-(2-bromo-5-chlorobenzyloxy)phenyl]-1-cyclohexylbenzimidazole-5-carboxylate (49 g) obtained in Example 4, 4-chlorophenylboronic acid (18 g) and tetrakis-(triphenylphosphine)palladium (10 g) were suspended in 1,2-dimethoxyethane (600 ml). Saturated aqueous sodium hydrogencarbonate solution (300 ml) was added and the mixture was refluxed under-heating for 2 hr. Chloroform was added to the reaction mixture. The organic layer was washed successively with saturated aqueous sodium hydrogenca... The reactants are O=C1NC(=O)c2c(CCCBr)cccc21, CCOCC, CN1CCNCC1. Yields the product CN1CCNCC1CCCc1cccc2c1C(=O)NC2=O. Reaction SMILES: [Br:1][CH2:2][CH2:3][CH2:4][c:5]1[c:6]2[c:7]([cH:13][cH:14][cH:15]1)[C:8](=[O:9])[NH:10][C:11]2=[O:12].[CH2:23]([O:24][CH2:25][CH3:26])[CH3:27].[CH3:16][N:17]1[CH2:18][CH2:19][NH:20][CH2:21][CH2:22]1>>[CH2:2]([CH2:3][CH2:4][c:5]1[c:6]2[c:7]([cH:13][cH:14][cH:15]1)[C:8](=[O:9])[NH:10][C:11]2=[O:12])[CH:18]1[N:17]([CH3:16])[CH2:22][CH2:21][NH:20][CH2:19]1. Reactants: Example 87A, O=C1C(O)=C([O-])[C@H](O1)[C@@H](O)CO.[Na+] (sodium ascorbate), C([O-])([O-])=O.[Na+].[Na+] (sodium carbonate), N1N=CC2=CC=CC=C12 (indazole), [OH-].[Na+] (Sodium hydroxide), C1(=CC=CC=C1)CC#C (3-phenyl-1-propyne), [N-]=[N+]=[N-].[Na+] (sodium azide), N1[C@H](C(=O)O)CCC1 (L-proline). Reagents/catalysts: O.O.O.O.O.S(=O)(=O)([O-])[O-].[Cu+2] (Copper(II) sulfate pentahydrate). The solvent is CS(=O)C (dimethyl sulfoxide), O (water), C(C)(=O)OCC (ethyl acetate). Run at temperature 65 celsius, time 3 hour. Product: C(C1=CC=CC=C1)C=1N=NN(C1)C=1C=C2C=NNC2=CC1 (5-(4-benzyl-1H-1,2,3-triazol-1-yl)-1H-indazole). RXN SMILES: [C:1]1([CH2:7][C:8]#[CH:9])[CH:6]=[CH:5][CH:4]=[CH:3][CH:2]=1.[N-:10]=[N+:11]=[N-:12].[Na+].O=C1O[C@H]([C@H](CO)O)C([O-])=C1O.[Na+].C(=O)([O-])[O-].[Na+].[Na+].N1CCC[C@H]1C(O)=O.[OH-].[Na+].[NH:43]1[C:51]2[C:46](=[CH:47][CH:48]=[CH:49][CH:50]=2)[CH:45]=[N:44]1>C(OCC)(=O)C.O.O.O.O.O.S([O-])([O-])(=O)=O.[Cu+2].O.CS(C)=O>[CH2:7]([C:8]1[N:10]=[N:11][N:12]([C:48]2[CH:47]=[C:46]3[C:51](=[CH:50][CH:49]=2)[NH:43][N:44]=[CH:45]3)[CH:9]=1)[C:1]1[CH:6]=[CH:5][CH:4]=[CH:3][CH:2]=1 |f:1.2,3.4,5.6.7,9.10,13.14.15.16.17.18.19|. Procedure details: Example 87A (969 mg, 3.39 mmol), 3-phenyl-1-propyne (392 mg, 3.37 mmol), sodium azide (278 mg, 4.28 mmol), sodium ascorbate (68 mg, 3.43 mmol), sodium carbonate (75 mg, 0.708 mmol), and L-proline (78 mg, 8.98 mmol) were combined in a 1:1 mixture of dimethyl sulfoxide and water (10 mL). Copper(II) sulfate pentahydrate (46 mg, 0.184 mmol) was added and the mixture was stirred at 65° C. for 3 hours. 6 N Sodium hydroxide (1 mL) was added, and the mixture was stirred for 30 minutes to deprotect the i...